From a dataset of the Open Reaction Database (ORD), a public repository of structured organic reaction records. describe an organic reaction: reactants, conditions, products, and yield Reaction conditions: time 96 hour. The solvent is C(Cl)Cl (methylene chloride), C(C)(=O)OCC (ethyl acetate). Product: C(C1=CC=CC=C1)OC(=O)N1CCC(CC1)CO (1-(benzyloxycarbonyl)-4-(hydroxymethyl)piperidine). Reaction SMILES: CCN(C(C)C)C(C)C.[OH:10][CH2:11][CH:12]1[CH2:17][CH2:16][NH:15][CH2:14][CH2:13]1.Cl[C:19]([O:21][CH2:22][C:23]1[CH:28]=[CH:27][CH:26]=[CH:25][CH:24]=1)=[O:20]>C(Cl)Cl.C(OCC)(=O)C>[CH2:22]([O:21][C:19]([N:15]1[CH2:16][CH2:17][CH:12]([CH2:11][OH:10])[CH2:13][CH2:14]1)=[O:20])[C:23]1[CH:28]=[CH:27][CH:26]=[CH:25][CH:24]=1. Procedure: DIPEA (4.6 mL, 3.4 g, 26 mmol) was added to a solution of 4-(hydroxymethyl)piperidine (2.00 g, 17.4 mmol) dissolved in methylene chloride (20 mL). The solution was cooled in an ice bath and benzyl chloroformate (2.5 mL, 3.0 g, 18 mmol) was added dropwise over 10 min. After warming to rt and stirring for 96 h, the mixture was diluted with ethyl acetate (50 mL) and washed in succession with 25 mL each of saturated aq. sodium bicarbonate, 2N aq. HCl, saturated aq. sodium bicarbonate, and saturated ... Isolated yield 95.4%. Starting materials: CCN(C(C)C)C(C)C (DIPEA), OCC1CCNCC1 (4-(hydroxymethyl)piperidine), ClC(=O)OCC1=CC=CC=C1 (benzyl chloroformate). Starting materials: CC(=O)c1ccc(OCc2cccc([N+](=O)[O-])c2)cc1O, CCO, [Fe]. The product is CC(=O)c1ccc(OCc2cccc(N)c2)cc1O. Reaction SMILES: [C:1]([CH3:2])(=[O:3])[c:4]1[c:5]([OH:21])[cH:6][c:7]([O:8][CH2:9][c:10]2[cH:11][c:12]([N+:16]([O-:17])=[O:18])[cH:13][cH:14][cH:15]2)[cH:19][cH:20]1.[CH3:22][CH2:23][OH:24].[Fe:25]>>[C:1]([CH3:2])(=[O:3])[c:4]1[c:5]([OH:21])[cH:6][c:7]([O:8][CH2:9][c:10]2[cH:11][c:12]([NH2:16])[cH:13][cH:14][cH:15]2)[cH:19][cH:20]1. Reactants: C[O-], [Na+], CN(C)C=O, COC(=O)c1ccc(O)cc1, BrCCCCc1ccccc1. Product: COC(=O)c1ccc(OCCCCc2ccccc2)cc1. Reaction SMILES: [CH3:12][O-:13].[Na+:14].[O:26]=[CH:27][N:28]([CH3:29])[CH3:30].[OH:1][c:2]1[cH:3][cH:4][c:5]([C:6](=[O:7])[O:8][CH3:9])[cH:10][cH:11]1.[c:15]1([CH2:21][CH2:22][CH2:23][CH2:24][Br:25])[cH:16][cH:17][cH:18][cH:19][cH:20]1>>[O:1]([c:2]1[cH:3][cH:4][c:5]([C:6](=[O:7])[O:8][CH3:9])[cH:10][cH:11]1)[CH2:24][CH2:23][CH2:22][CH2:21][c:15]1[cH:16][cH:17][cH:18][cH:19][cH:20]1. Starting materials: S(O)(O)(=O)=O (sulfuric acid), C(C(=O)O)(=O)O (oxalic acid), CS(=O)(=O)O (methane sulfonic acid), C(CC(O)(C(=O)O)CC(=O)O)(=O)O (citric acid), S(O)(O)(=O)=O (sulfuric acid), sulfonic acid, CS(=O)(=O)O (methane sulfonic acid), Cl (hydrochloric acid), P(O)(O)(O)=O (phosphoric acid), C1(=CC=C(C=C1)S(=O)(=O)O)C (p-toluene sulfonic acid). The solvent is C(C)(=O)O (acetic acid), CC1=CC=CC=C1 (p-toluene). Product: C(CC)(=O)OC(COC)C (Propylene glycol monomethyl ether propionate). RXN SMILES: S(=O)(=O)(O)O.Cl.P(=O)(O)(O)O.C(O)(=O)[C:13](O)=[O:14].C(O)(=O)C[C:20]([CH2:25][C:26]([OH:28])=[O:27])(C(O)=O)O.[C:31]1([CH3:41])C=CC(S(O)(=O)=O)=C[CH:32]=1.CS(O)(=O)=O>CC1C=CC=CC=1.C(O)(=O)C>[C:26]([O:28][CH:31]([CH3:41])[CH2:32][O:14][CH3:13])(=[O:27])[CH2:25][CH3:20]. Reported procedure: The catalysts used in the present invention include inorganic acids, such as sulfuric acid, hydrochloric acid and phosphoric acid, and organic acids, such as acetic acid, oxalic acid, citric acid, p-toluene sulfonic acid and methane sulfonic acid, among which the strong acids including sulfuric acid, p-toluene, sulfonic acid or methane sulfonic acid are preferred. Propylene glycol monomethyl ether propionate obtained according to the present application has a boiling point of 160.5° C., while ot... The reactants are CCO, ClCc1ccc2ccccc2n1, Cl, S=c1[nH]c2cccc3c2n1CCC3. Yields the product c1ccc2nc(CSc3nc4cccc5c4n3CCC5)ccc2c1. As a reaction SMILES: [CH3:27][CH2:28][OH:29].[Cl:15][CH2:16][c:17]1[n:18][c:19]2[cH:20][cH:21][cH:22][cH:23][c:24]2[cH:25][cH:26]1.[ClH:14].[nH:1]1[c:2](=[S:13])[n:3]2[c:12]3[c:7]([cH:8][cH:9][cH:10][c:11]13)[CH2:6][CH2:5][CH2:4]2>>[n:1]1[c:2]([S:13][CH2:16][c:17]2[n:18][c:19]3[cH:20][cH:21][cH:22][cH:23][c:24]3[cH:25][cH:26]2)[n:3]2[c:12]3[c:7]([cH:8][cH:9][cH:10][c:11]13)[CH2:6][CH2:5][CH2:4]2. The reactants are ClC1=CC(=C(C=C1OC(C)C)N1NC=2CCCCC2C1=O)F (2-(4-chloro-2-fluoro-5-isopropoxyphenyl)-1,2,4,5,6,7-hexahydro-3H-indazol-3-one), P(=O)(Cl)(Cl)Cl (phosphorus oxychloride). The solvent is C(Cl)(Cl)Cl (chloroform). Yields the product ClC=1N(N=C2CCCCC12)C1=C(C=C(C(=C1)OC(C)C)Cl)F (3-chloro-2-(4-chloro-2-fluoro-5-isopropoxyphenyl)-4,5,6,7-tetrahydro-2H-indazole). Isolated yield 28.4%. RXN SMILES: [Cl:1][C:2]1[C:7]([O:8][CH:9]([CH3:11])[CH3:10])=[CH:6][C:5]([N:12]2[C:20](=O)[C:19]3[CH2:18][CH2:17][CH2:16][CH2:15][C:14]=3[NH:13]2)=[C:4]([F:22])[CH:3]=1.P(Cl)(Cl)([Cl:25])=O>C(Cl)(Cl)Cl>[Cl:25][C:20]1[N:12]([C:5]2[CH:6]=[C:7]([O:8][CH:9]([CH3:11])[CH3:10])[C:2]([Cl:1])=[CH:3][C:4]=2[F:22])[N:13]=[C:14]2[C:19]=1[CH2:18][CH2:17][CH2:16][CH2:15]2. Procedure: A mixture of 2-(4-chloro-2-fluoro-5-isopropoxyphenyl)-1,2,4,5,6,7-hexahydro-3H-indazol-3-one (1 g) and phosphorus oxychloride (0.7 g) was heated under reflux heating for 6 hours. After cooling, the reaction mixture was dissolved in chloroform, washed with a 5% sodium hydroxide solution and water, dried and concentrated. The residue was purified by silica gel column chromatography to give 0.3 g of 3-chloro-2-(4-chloro-2-fluoro-5-isopropoxyphenyl)-4,5,6,7-tetrahydro-2H-indazole (Compound No. 2). n... Starting materials: COC(=O)[C@@H]1CC[C@H](CC1)OC1=CC(=CC=C1)OC (trans-4-(3-methoxy-phenoxy)-cyclohexanecarboxylic acid methyl ester), O.NN (hydrazine hydrate). Reaction conditions: temperature 120 celsius. Yields the product COC=1C=C(O[C@@H]2CC[C@H](CC2)C(=O)NN)C=CC1 (trans-4-(3-Methoxy-phenoxy)-cyclohexanecarboxylic acid hydrazide). Yield: 93.3%. As a reaction SMILES: C[O:2][C:3]([C@H:5]1[CH2:10][CH2:9][C@H:8]([O:11][C:12]2[CH:17]=[CH:16][CH:15]=[C:14]([O:18][CH3:19])[CH:13]=2)[CH2:7][CH2:6]1)=O.O.[NH2:21][NH2:22]>>[CH3:19][O:18][C:14]1[CH:13]=[C:12]([CH:17]=[CH:16][CH:15]=1)[O:11][C@H:8]1[CH2:9][CH2:10][C@H:5]([C:3]([NH:21][NH2:22])=[O:2])[CH2:6][CH2:7]1 |f:1.2|. Procedure: A mixture of trans-4-(3-methoxy-phenoxy)-cyclohexanecarboxylic acid methyl ester (0.20 g, 0.75 mmol) and hydrazine hydrate (0.035 ml, 0.73 mmol) was heated at 120° C. for 22 h. After cooling to room temperature the reaction mixture was partitioned between ethyl acetate (50 ml) and 1 M aqueous sodium hydroxide solution (50 ml). The organic layer was separated, dried over anhydrous sodium sulfate and concentrated in vacuo to give the crude title compound (0.18 g, 92%) as white solid, which was use...